From a dataset of the Open Reaction Database (ORD), a public repository of structured organic reaction records. describe an organic reaction: reactants, conditions, products, and yield Reactants: [OH-].[Li+] (lithium hydroxide), [OH-].[Li+] (lithium hydroxide), aqueous solution, COC1=C(C=CC(=C1)OC1CCN(CC1)C(=O)OC(C)(C)C)CC(=O)OC (Methyl 2-methoxy-4-(1-Boc-4-piperidyloxy)phenylacetate). Solvent: C1CCOC1 (THF). Conditions: time 4.5 hour. The product is COC1=C(C=CC(=C1)OC1CCN(CC1)C(=O)OC(C)(C)C)CC(=O)O (2-methoxy-4-(1-Boc-4-piperidyloxy)phenylacetic acid). RXN SMILES: [CH3:1][O:2][C:3]1[CH:8]=[C:7]([O:9][CH:10]2[CH2:15][CH2:14][N:13]([C:16]([O:18][C:19]([CH3:22])([CH3:21])[CH3:20])=[O:17])[CH2:12][CH2:11]2)[CH:6]=[CH:5][C:4]=1[CH2:23][C:24]([O:26]C)=[O:25].[OH-].[Li+]>C1COCC1>[CH3:1][O:2][C:3]1[CH:8]=[C:7]([O:9][CH:10]2[CH2:11][CH2:12][N:13]([C:16]([O:18][C:19]([CH3:22])([CH3:20])[CH3:21])=[O:17])[CH2:14][CH2:15]2)[CH:6]=[CH:5][C:4]=1[CH2:23][C:24]([OH:26])=[O:25] |f:1.2|. Reported procedure: Methyl 2-methoxy-4-(1-Boc-4-piperidyloxy)phenylacetate (1.37 g, 3.6 mmol) was dissolved in THF (27 ml) and treated with lithium hydroxide (4.5 ml of a 1M aqueous solution, 4.5 mmol). The mixture was stirred at ambient temperature for 4.5 hours, then treated with an additional 0.9 ml of 1M lithium hydroxide and stirred at ambient temperature for 18 hours. The mixture was concentrated in vacuo, and the residue was acidified with 1M HCl, and extracted with ethyl acetate. The combined ethyl acetate ... The reactants are Cc1ccc2n(C3CCCCO3)ncc2c1B4OC(C)(C)C(C)(C)O4, BrC1=CC=C2N=CC=CC2=C1. Reagents/catalysts: [OH-].[Na+], CC(C)(C)c1ccc(cc1)c2ccc(cc2)C(C)(C)C, CC(C)(C)P(C(C)(C)C)C(C)(C)C, CC(=O)[O-].CC(=O)[O-].[Pd+2]. Solvent: O, CN(C)C=O, CCC1=CC(CC)=CC=C1, CC#N, O, Cc1ccccc1, CCc1cc(CC)cc(CC)c1. Run at temperature 100 celsius, pressure 100 bar, time 1 minute. Product: CC(C=C1)=C(C2=CC=C(N=CC=C3)C3=C2)C4=C1N(C5OCCCC5)N=C4. Yield: 54.1%. Reactants: Cl (Hydrochloric acid), [Si](C1=CC=CC=C1)(C1=CC=CC=C1)(C(C)(C)C)OCCOC[C@@H](C(=O)NC1=NC=C(C=C1)C)OC=1C2=C(N=CN1)N(N=N2)C2=C(C=CC=C2)Cl ((2S)-3-(2-(tert-butyldiphenylsilyloxy)ethoxy)-2-(3-(2-chlorophenyl)-3H-[1,2,3]triazolo[4,5-d]pyrimidin-7-yloxy)-N-(5-methylpyridin-2-yl)propanamide). The solvent is CO (methanol). Conditions: temperature 0 celsius, time 10 minute. Product: ClC1=C(C=CC=C1)N1N=NC2=C1N=CN=C2O[C@H](C(=O)NC2=NC=C(C=C2)C)COCCO ((2S)-2-(3-(2-chlorophenyl)-3H-[1,2,3]triazolo[4,5-d]pyrimidin-7-yloxy)-3-(2-hydroxyethoxy)-N-(5-methylpyridin-2-yl)propanamide). Isolated yield 30.3%. Reaction SMILES: Cl.[Si]([O:19][CH2:20][CH2:21][O:22][CH2:23][C@H:24]([O:35][C:36]1[C:37]2[N:44]=[N:43][N:42]([C:45]3[CH:50]=[CH:49][CH:48]=[CH:47][C:46]=3[Cl:51])[C:38]=2[N:39]=[CH:40][N:41]=1)[C:25]([NH:27][C:28]1[CH:33]=[CH:32][C:31]([CH3:34])=[CH:30][N:29]=1)=[O:26])(C(C)(C)C)(C1C=CC=CC=1)C1C=CC=CC=1>CO>[Cl:51][C:46]1[CH:47]=[CH:48][CH:49]=[CH:50][C:45]=1[N:42]1[C:38]2[N:39]=[CH:40][N:41]=[C:36]([O:35][C@@H:24]([CH2:23][O:22][CH2:21][CH2:20][OH:19])[C:25]([NH:27][C:28]3[CH:33]=[CH:32][C:31]([CH3:34])=[CH:30][N:29]=3)=[O:26])[C:37]=2[N:44]=[N:43]1. Reported procedure: Hydrochloric acid (10%, 2 mL) was added to (2S)-3-(2-(tert-butyldiphenylsilyloxy)ethoxy)-2-(3-(2-chlorophenyl)-3H-[1,2,3]triazolo[4,5-d]pyrimidin-7-yloxy)-N-(5-methylpyridin-2-yl)propanamide (Intermediate AP3) (335 mg, 0.47 mmol) in methanol (30.0 mL) at 0° C. The resulting solution was stirred at 0° C. for 10 minutes and allowed to warm to room temperature and stirred for 1 hour. The reaction mixture was quenched with saturated NH4Cl (25 mL) and most of the MeOH was removed by evaporation. The ... Yields the product CCOC(=O)CC(O)CCl. The reactants are CCO, CCOC(=O)CC(=O)CCl, [H][H], [Na+], [Na+], O=C([O-])[O-]. Reaction SMILES: [CH3:19][CH2:20][OH:21].[Cl:7][CH2:8][C:9]([CH2:10][C:11](=[O:12])[O:13][CH2:14][CH3:15])=[O:16].[H:17][H:18].[Na+:1].[Na+:2].[O-:3][C:4](=[O:5])[O-:6]>>[Cl:7][CH2:8][CH:9]([CH2:10][C:11](=[O:12])[O:13][CH2:14][CH3:15])[OH:16]. Starting materials: ClCCl, CN(C)C=O, O=S(Cl)Cl, O=C(O)c1cnccn1. Product: [Cl-], O=C(O)c1cnccn1. As a reaction SMILES: [CH2:14]([Cl:15])[Cl:16].[CH3:17][N:18]([CH3:19])[CH:20]=[O:21].[S:10]([Cl:11])([Cl:12])=[O:13].[n:1]1[c:2]([C:7](=[O:8])[OH:9])[cH:3][n:4][cH:5][cH:6]1>>[Cl-:12].[n:1]1[c:2]([C:7](=[O:8])[OH:9])[cH:3][n:4][cH:5][cH:6]1. Starting materials: CNC1=CC=C(C(=O)N(C=2C=NC=CC2)CCN2CCC(CC2)C(C2=CC=C(C=C2)F)=O)C=C1 (4-methylamino-N-{2-[4-(4-fluorobenzoyl)piperidino]ethyl}-N-(3-pyridyl)benzamide), C(\C=C\C(=O)O)(=O)O (fumaric acid). Yields the product C(\C=C\C(=O)O)(=O)O.CNC1=CC=C(C(=O)N(C=2C=NC=CC2)CCN2CCC(CC2)C(C2=CC=C(C=C2)F)=O)C=C1.CNC1=CC=C(C(=O)N(CCN2CCC(CC2)C(C2=CC=C(C=C2)F)=O)C=2C=NC=CC2)C=C1 (4-Methylamino-N-{2-[4-(4-fluorobenzoyl)piperidino]ethyl}-N-(3-pyridyl)benzamide hemifumarate). Yield: 79.2%. Reaction SMILES: [CH3:1][NH:2][C:3]1[CH:34]=[CH:33][C:6]([C:7]([N:9]([CH2:16][CH2:17][N:18]2[CH2:23][CH2:22][CH:21]([C:24](=[O:32])[C:25]3[CH:30]=[CH:29][C:28]([F:31])=[CH:27][CH:26]=3)[CH2:20][CH2:19]2)[C:10]2[CH:11]=[N:12][CH:13]=[CH:14][CH:15]=2)=[O:8])=[CH:5][CH:4]=1.[C:35]([OH:42])(=[O:41])/[CH:36]=[CH:37]/[C:38]([OH:40])=[O:39]>>[C:35]([OH:42])(=[O:41])/[CH:36]=[CH:37]/[C:38]([OH:40])=[O:39].[CH3:1][NH:2][C:3]1[CH:4]=[CH:5][C:6]([C:7]([N:9]([CH2:16][CH2:17][N:18]2[CH2:23][CH2:22][CH:21]([C:24](=[O:32])[C:25]3[CH:26]=[CH:27][C:28]([F:31])=[CH:29][CH:30]=3)[CH2:20][CH2:19]2)[C:10]2[CH:11]=[N:12][CH:13]=[CH:14][CH:15]=2)=[O:8])=[CH:33][CH:34]=1.[CH3:1][NH:2][C:3]1[CH:4]=[CH:5][C:6]([C:7]([N:9]([C:10]2[CH:11]=[N:12][CH:13]=[CH:14][CH:15]=2)[CH2:16][CH2:17][N:18]2[CH2:23][CH2:22][CH:21]([C:24](=[O:32])[C:25]3[CH:30]=[CH:29][C:28]([F:31])=[CH:27][CH:26]=3)[CH2:20][CH2:19]2)=[O:8])=[CH:33][CH:34]=1 |f:2.3.4|. Procedure details: Using 4-methylamino-N-{2-[4-(4-fluorobenzoyl)piperidino]ethyl}-N-(3-pyridyl)benzamide (209.5 mg, 0.45 mmol) and fumaric acid (26.7 mg, 0.23 mmol), the procedure of Inventive Example 271 was repeated to obtain 184.9 mg (79.2%) of the title compound in a light brown powder form. Starting materials: O=C(CBr)c1ccccc1, O=C([O-])[O-], CCO, [K+], [K+], Sc1ccccc1. Yields the product O=C(CSc1ccccc1)c1ccccc1. RXN SMILES: [Br:1][CH2:2][C:3](=[O:4])[c:5]1[cH:6][cH:7][cH:8][cH:9][cH:10]1.[C:11](=[O:12])([O-:13])[O-:14].[CH3:24][CH2:25][OH:26].[K+:15].[K+:16].[SH:17][c:18]1[cH:19][cH:20][cH:21][cH:22][cH:23]1>>[CH2:2]([C:3](=[O:4])[c:5]1[cH:6][cH:7][cH:8][cH:9][cH:10]1)[S:17][c:18]1[cH:19][cH:20][cH:21][cH:22][cH:23]1. Conditions: temperature 80 celsius, time 3 hour. Product: c3ccc(N2CCN(c1ccccc1)CC2)cc3. The reactants are c2ccc(N1CCNCC1)cc2 (effective_coupling_partner), CC(C)(C)C(=O)Oc1ccccc1 (substrate). Reagents/catalysts: IPr.